From a dataset of the Open Reaction Database (ORD), a public repository of structured organic reaction records. describe an organic reaction: reactants, conditions, products, and yield Reactants: O=C1NC2=C(SC3=C1C=CC(=C3)C(=O)O)C=CC=C2 (10,11-dihydro-11-oxodibenzo[b,f][1,4]thiazepin-3-carboxylic acid), S(=O)(Cl)Cl (thionyl chloride). Yields the product ClC(=O)C1=CC2=C(C(NC3=C(S2)C=CC=C3)=O)C=C1 (3-Chlorocarbonyl-10,11-dihydro-11-oxodibenzo[b,f][1,4]thiazepin). Reaction SMILES: [O:1]=[C:2]1[C:8]2[CH:9]=[CH:10][C:11]([C:13](O)=[O:14])=[CH:12][C:7]=2[S:6][C:5]2[CH:16]=[CH:17][CH:18]=[CH:19][C:4]=2[NH:3]1.S(Cl)([Cl:22])=O>>[Cl:22][C:13]([C:11]1[CH:10]=[CH:9][C:8]2[C:2](=[O:1])[NH:3][C:4]3[CH:19]=[CH:18][CH:17]=[CH:16][C:5]=3[S:6][C:7]=2[CH:12]=1)=[O:14]. Procedure details: Heat a solution of 5 gm. of 10,11-dihydro-11-oxodibenzo[b,f][1,4]thiazepin-3-carboxylic acid and 40 ml of thionyl chloride under reflux for 20 minutes. Evaporate the reaction mixture under vacuum to dryness. Repeat the evaporation with two 30 ml portions of carbon tetrachloride. Crystallize the residue from diisopropyl ether to obtain the title product. Reactants: ClC1=CC=C(C=C1)N1N=CC2=C(C1=O)OC1=C2C(=CC=C1OC(F)F)C(=O)OCC (ethyl 3-(4-chlorophenyl)-6-difluoromethoxy-4-oxo-3,4-dihydrobenzo[4,5]furo[2,3-d]pyridazine-9-carboxylate), [OH-].[Na+] (sodium hydroxide). Run in CO (methanol). Product: ClC1=CC=C(C=C1)N1N=CC2=C(C1=O)OC1=C2C(=CC=C1OC(F)F)C(=O)O (3-(4-chlorophenyl)-6-difluoromethoxy-4-oxo-3,4-dihydrobenzo[4,5]furo[2,3-d]pyridazine-9-carboxylic acid). Yield: 95.6%. As a reaction SMILES: [Cl:1][C:2]1[CH:7]=[CH:6][C:5]([N:8]2[C:13](=[O:14])[C:12]3[O:15][C:16]4[C:21]([O:22][CH:23]([F:25])[F:24])=[CH:20][CH:19]=[C:18]([C:26]([O:28]CC)=[O:27])[C:17]=4[C:11]=3[CH:10]=[N:9]2)=[CH:4][CH:3]=1.[OH-].[Na+]>CO>[Cl:1][C:2]1[CH:7]=[CH:6][C:5]([N:8]2[C:13](=[O:14])[C:12]3[O:15][C:16]4[C:21]([O:22][CH:23]([F:25])[F:24])=[CH:20][CH:19]=[C:18]([C:26]([OH:28])=[O:27])[C:17]=4[C:11]=3[CH:10]=[N:9]2)=[CH:4][CH:3]=1 |f:1.2|. Procedure details: A mixture of ethyl 3-(4-chlorophenyl)-6-difluoromethoxy-4-oxo-3,4-dihydrobenzo[4,5]furo[2,3-d]pyridazine-9-carboxylate (from step I) (160 mg, 0.36 mmol) and sodium hydroxide (24 mg, 0.51 mmol) in methanol (10 ml) was heated to reflux temp. Progress of reaction was monitored by TLC. At the end, reaction mixture was concentrated under vacuum. Then water (50 ml) was added to reaction mixture and acidified with dilute HCl. The precipitate obtained was filtered and dried in oven. 140 mg yellow colore... Reactants: OC=1C(=C(C=CC1OC)/C=C/C(=O)OC)I (methyl (2E)-3-(3-hydroxy-2-iodo-4-methoxyphenyl)prop-2-enoate), CB1OB(OB(O1)C)C (trimethylboroxine), C([O-])([O-])=O.[K+].[K+] (potassium carbonate). The reagents and catalysts are [Pd](Cl)Cl.C(C)(C)(C)P([C-]1C=CC=C1)C(C)(C)C.[C-]1(C=CC=C1)P(C(C)(C)C)C(C)(C)C.[Fe+2] (1,1′-bis(di-tert-butylphosphino)ferrocene palladium dichloride). Solvent: CO (methanol). Run at temperature 90 celsius, time 8 hour. The product is OC=1C(=C(C=CC1OC)/C=C/C(=O)OC)C (methyl (2E)-3-(3-hydroxy-4-methoxy-2-methylphenyl)prop-2-enoate). RXN SMILES: [OH:1][C:2]1[C:3](I)=[C:4](/[CH:10]=[CH:11]/[C:12]([O:14][CH3:15])=[O:13])[CH:5]=[CH:6][C:7]=1[O:8][CH3:9].[CH3:17]B1OB(C)OB(C)O1.C(=O)([O-])[O-].[K+].[K+]>CO.[Pd](Cl)Cl.C(P(C(C)(C)C)[C-]1C=CC=C1)(C)(C)C.[C-]1(P(C(C)(C)C)C(C)(C)C)C=CC=C1.[Fe+2]>[OH:1][C:2]1[C:3]([CH3:17])=[C:4](/[CH:10]=[CH:11]/[C:12]([O:14][CH3:15])=[O:13])[CH:5]=[CH:6][C:7]=1[O:8][CH3:9] |f:2.3.4,6.7.8.9|. Procedure details: To a solution of methyl (2E)-3-(3-hydroxy-2-iodo-4-methoxyphenyl)prop-2-enoate (2.0 g, 5.99 mmol) in methanol (30 ml) was added trimethylboroxine (1.683 ml, 11.97 mmol), potassium carbonate (2.482 g, 17.96 mmol) and 1,1′-bis(di-tert-butylphosphino)ferrocene palladium dichloride (1.170 g, 1.796 mmol). The mixture was stirred overnight at 90° C. The solution was then filtered through a plug of silica gel (eluting with ethyl acetate), concentrated in vacuo and the residue was purified via column ch...